From a dataset of the Open Reaction Database (ORD), a public repository of structured organic reaction records. describe an organic reaction: reactants, conditions, products, and yield The reactants are Cl (HCl), C(C)(=O)OCCN1C=NC2=C(C1=O)C(=CN2CC2=CC=C(C=C2)C(C2=CC=C(C=C2)Cl)=O)C (3-Acetoxyethyl-7-[4-(4-chlorobenzoyl)benzyl]-5-methyl-7H-pyrrolo[2,3-d]pyrimidin-4-one), COCCOC (DME), [OH-].[Na+] (sodium hydroxide). The solvent is CO (methanol). Reaction conditions: time 4 hour. The product is ClC1=CC=C(C(=O)C2=CC=C(CN3C=C(C4=C3N=CN(C4=O)CCO)C)C=C2)C=C1 (7-[4-(4-Chlorobenzoyl)benzyl]-3-hydroxyethyl-5-methyl-7H-pyrrolo[2,3-d]pyrimidin-4-one). Isolated yield 95.3%. Reaction SMILES: C([O:4][CH2:5][CH2:6][N:7]1[C:12](=[O:13])[C:11]2[C:14]([CH3:33])=[CH:15][N:16]([CH2:17][C:18]3[CH:23]=[CH:22][C:21]([C:24](=[O:32])[C:25]4[CH:30]=[CH:29][C:28]([Cl:31])=[CH:27][CH:26]=4)=[CH:20][CH:19]=3)[C:10]=2[N:9]=[CH:8]1)(=O)C.[OH-].[Na+].COCCOC.Cl>CO>[Cl:31][C:28]1[CH:27]=[CH:26][C:25]([C:24]([C:21]2[CH:22]=[CH:23][C:18]([CH2:17][N:16]3[C:10]4[N:9]=[CH:8][N:7]([CH2:6][CH2:5][OH:4])[C:12](=[O:13])[C:11]=4[C:14]([CH3:33])=[CH:15]3)=[CH:19][CH:20]=2)=[O:32])=[CH:30][CH:29]=1 |f:1.2|. Reported procedure: 3-Acetoxyethyl-7-[4-(4-chlorobenzoyl)benzyl]-5-methyl-7H-pyrrolo[2,3-d]pyrimidin-4-one (464 mg) was dissolved in methanol (12 ml) followed by addition of 1N-sodium hydroxide (2 ml). To this mixture was added DME (6 ml) to prepare a homogeneous solution. After 4 hours of stirring, 1N-HCl (2 ml) was added and the solvent was distilled off under reduced pressure. The residue was diluted with water and triturated and the resulting powder was rinsed with water and methanol and dried to provide the ti... Starting materials: CC(=O)OC1OC(CCl)C(Cl)C(OC(C)=O)C1OC(C)=O, CC(=O)O, ClCCl, NN, CN(C)C=O. Product: CC(=O)OC1C(O)OC(CCl)C(Cl)C1OC(C)=O. RXN SMILES: [C:1](=[O:2])([CH3:3])[O:4][CH:5]1[CH:6]([O:7][C:8]([CH3:9])=[O:10])[CH:11]([O:12][C:13]([CH3:14])=[O:15])[CH:16]([Cl:21])[CH:17]([CH2:19][Cl:20])[O:18]1.[C:22]([OH:23])(=[O:24])[CH3:25].[Cl:33][CH2:34][Cl:35].[NH2:26][NH2:27].[O:28]=[CH:29][N:30]([CH3:31])[CH3:32]>>[OH:4][CH:5]1[CH:6]([O:7][C:8]([CH3:9])=[O:10])[CH:11]([O:12][C:13]([CH3:14])=[O:15])[CH:16]([Cl:21])[CH:17]([CH2:19][Cl:20])[O:18]1. The solvent is CO (methanol). The reactants are OC1=CC2=C(C(CO2)=O)C=C1 (6-hydroxy-2H-benzofuran-3-one), COC=1C=C(C=O)C=C(C1)OC (3,5-dimethoxybenzaldehyde), Cl (hydrochloric acid). Procedure: After 6-hydroxy-2H-benzofuran-3-one 1 g and 3,5-dimethoxybenzaldehyde 1.23 g were dissolved in methanol 75 ml, concentrated hydrochloric acid 50 ml was added, and the mixture was refluxed for 1.5 hours. The solution was cooled to room temperature, and precipitated crystals were filtered and dried over phosphorous pentoxide at a temperature of 60° C. for four hours under reduced pressure to obtain the desired compound 1.42 g. The yield is 71.5%. Reaction SMILES: [OH:1][C:2]1[CH:11]=[CH:10][C:5]2[C:6](=[O:9])[CH2:7][O:8][C:4]=2[CH:3]=1.[CH3:12][O:13][C:14]1[CH:15]=[C:16]([CH:19]=[C:20]([O:22][CH3:23])[CH:21]=1)[CH:17]=O.Cl>CO>[CH3:23][O:22][C:20]1[CH:19]=[C:16]([CH:17]=[C:7]2[C:6](=[O:9])[C:5]3[CH:10]=[CH:11][C:2]([OH:1])=[CH:3][C:4]=3[O:8]2)[CH:15]=[C:14]([O:13][CH3:12])[CH:21]=1. Product: COC=1C=C(C=C(C1)OC)C=C1OC2=C(C1=O)C=CC(=C2)O (2-[(3,5-dimethoxyphenyl)methylene]-6-hydroxy-3(2H)-benzofuranone). Product: ClC(=CC1(OC2=C(C(=C(C(=C2CC1)C)OCOC)C)C)C)Cl (2-(2,2-dichloro-vinyl)-6-methoxymethoxy-2,5,7,8-tetramethyl-chroman). Run at time 8 hour. Isolated yield 97.6%. RXN SMILES: C1(P(C2C=CC=CC=2)C2C=CC=CC=2)C=CC=CC=1.[C:20]([Cl:24])(Cl)(Cl)[Cl:21].[CH3:25][O:26][CH2:27][O:28][C:29]1[C:30]([CH3:44])=[C:31]2[C:36](=[C:37]([CH3:40])[C:38]=1[CH3:39])[O:35][C:34]([CH3:43])([CH:41]=O)[CH2:33][CH2:32]2>C(Cl)Cl.[Zn]>[Cl:21][C:20]([Cl:24])=[CH:41][C:34]1([CH3:43])[CH2:33][CH2:32][C:31]2[C:36](=[C:37]([CH3:40])[C:38]([CH3:39])=[C:29]([O:28][CH2:27][O:26][CH3:25])[C:30]=2[CH3:44])[O:35]1. The solvent is C(Cl)Cl (DCM). The reagents and catalysts are [Zn] (Zinc). Starting materials: C1(=CC=CC=C1)P(C1=CC=CC=C1)C1=CC=CC=C1 (triphenylphosphine), C(Cl)(Cl)(Cl)Cl (carbon tetrachloride), COCOC=1C(=C2CCC(OC2=C(C1C)C)(C=O)C)C (6-methoxymethoxy-2,5,7,8-tetramethyl-chroman-2-carbaldehyde). Reported procedure: A mixture of triphenylphosphine (524 mg, 2.0 mmol), carbon tetrachloride (193 ul, 2.0 mmol), Zinc dust (130 mg, 2.0 mmol) and 6-methoxymethoxy-2,5,7,8-tetramethyl-chroman-2-carbaldehyde (0.25 gram, 0.95 mmol) in 4 ml of DCM was stirred overnight at room temperature. The mixture was rinsed with hexane times and the combined solutions were dried over MgSO4. The solution was concentrated and the residue was purified via flash column chromatography on silica gel (10% ethyl acetate in hexane) to affo...